Dataset: the Open Reaction Database (ORD), a public repository of structured organic reaction records. Task: describe an organic reaction: reactants, conditions, products, and yield Starting materials: C(C)(C)(C)OC(=O)N1C(OCC1C(C=C)(C)O)(C)C (4-(1-hydroxy-1-methyl-allyl)-2,2-dimethyl-oxazolidine-3-carboxylic acid tert-butyl ester), C(C)(C)(C)OC(=O)N1C(OCC1C(C=C)(C)O)(C)C (4-(1-hydroxy-1-methyl-allyl)-2,2-dimethyl-oxazolidine-3-carboxylic acid tert-butyl ester), O.C1(=CC=C(C=C1)S(=O)(=O)O)C (p-toluenesulfonic acid monohydrate). Solvent: C([O-])(O)=O.[Na+] (sodium bicarbonate), CO (methanol). Run at time 30 minute. Product: C(C)(C)(C)OC(NC(C(C=C)(C)O)CO)=O ((2-Hydroxy-1-hydroxymethyl-2-methyl-but-3-enyl)-carbamic acid tert-butyl ester). The yield is 100.1%. RXN SMILES: [C:1]([O:5][C:6]([N:8]1[CH:12]([C:13]([OH:17])([CH3:16])[CH:14]=[CH2:15])[CH2:11][O:10]C1(C)C)=[O:7])([CH3:4])([CH3:3])[CH3:2].O.C1(C)C=CC(S(O)(=O)=O)=CC=1>CO.C(=O)(O)[O-].[Na+]>[C:1]([O:5][C:6](=[O:7])[NH:8][CH:12]([CH2:11][OH:10])[C:13]([OH:17])([CH3:16])[CH:14]=[CH2:15])([CH3:4])([CH3:2])[CH3:3] |f:1.2,4.5|. Reported procedure: To a solution of 4-(1-hydroxy-1-methyl-allyl)-2,2-dimethyl-oxazolidine-3-carboxylic acid tert-butyl ester (compound of formula II, 3.3 g, 12.1 mmol, prepared as in Ageno, G.; Banfi, L.; Cascio, G.; Guanti, G.; Manghisi, E.; Riva, R.; Rocca, V. Tetrahedron, 1995, 29, 8121) in 100 ml of methanol was added p-toluenesulfonic acid monohydrate (0.215 g, 1.1 mmol). After stirring for about 30 minutes at a temperature of about 20° C. to about 25° C., the mixture was diluted with saturated aqueous sodium...